Dataset: the Open Reaction Database (ORD), a public repository of structured organic reaction records. Task: describe an organic reaction: reactants, conditions, products, and yield Starting materials: C([O-])([O-])=O.[Cs+].[Cs+] (Cesium carbonate), C(CC#N)#N (Malononitrile), ClC1=NC2=CC=CC=C2N=C1Cl (2,3-dichloroquinoxaline). Solvent: C(C)(=O)OCC (ethyl acetate), CS(=O)C (DMSO). Run at time 8 hour. Product: ClC=1C(=NC2=CC=CC=C2N1)C(C#N)C#N (2-(3-chloroquinoxalin-2-yl)malononitrile). Reaction SMILES: [C:1](#[N:5])[CH2:2][C:3]#[N:4].C(=O)([O-])[O-].[Cs+].[Cs+].Cl[C:13]1[C:22]([Cl:23])=[N:21][C:20]2[C:15](=[CH:16][CH:17]=[CH:18][CH:19]=2)[N:14]=1>CS(C)=O.C(OCC)(=O)C>[Cl:23][C:22]1[C:13]([CH:2]([C:1]#[N:5])[C:3]#[N:4])=[N:14][C:15]2[C:20]([N:21]=1)=[CH:19][CH:18]=[CH:17][CH:16]=2 |f:1.2.3|. Procedure: Malononitrile B (0.66 g, 10 mmol) was dissolved in 20 ml DMSO. Cesium carbonate (4.87 g, 15 mmol) was added to the reaction mixture followed by addition of 2,3-dichloroquinoxaline (2.0 g, 10 mmol). The reaction mixture was stirred at room temperature overnight. The crude reaction mixture was diluted with 50 ml ethyl acetate and washed with 1N HCl (2×50 mL). the mixture was extracted with ethyl acetate (2×80 mL). The combined organic layer was washed with brine solution (2×50 mL). The organic lay... Starting materials: COc1cc(Nc2nc3c(c(Cc4ccccc4)n2)CN(C(=O)OC(C)(C)C)CC3)ccc1-n1cnc(C)c1, CO, Cl. The product is COc1cc(Nc2nc3c(c(Cc4ccccc4)n2)CNCC3)ccc1-n1cnc(C)c1. RXN SMILES: [CH2:1]([c:2]1[cH:3][cH:4][cH:5][cH:6][cH:7]1)[c:8]1[c:9]2[c:10]([n:11][c:12]([NH:14][c:15]3[cH:16][c:17]([O:27][CH3:28])[c:18](-[n:21]4[cH:22][n:23][c:24]([CH3:26])[cH:25]4)[cH:19][cH:20]3)[n:13]1)[CH2:29][CH2:30][N:31]([C:33]([O:34][C:35]([CH3:36])([CH3:37])[CH3:38])=[O:39])[CH2:32]2.[CH3:41][OH:42].[ClH:40]>>[CH2:1]([c:2]1[cH:3][cH:4][cH:5][cH:6][cH:7]1)[c:8]1[c:9]2[c:10]([n:11][c:12]([NH:14][c:15]3[cH:16][c:17]([O:27][CH3:28])[c:18](-[n:21]4[cH:22][n:23][c:24]([CH3:26])[cH:25]4)[cH:19][cH:20]3)[n:13]1)[CH2:29][CH2:30][NH:31][CH2:32]2. Starting materials: NC=1SC=C(C1C#N)C(C)CC (2-amino-3-cyano-4-sec-butylthiophene), CN=C=O (methyl isocyanate). Run in C(OC)COC (dimethoxyethane). Product: C(#N)C1=C(SC=C1C(C)CC)NC(=O)NC (N-(3-cyano-4-sec-butylthien-2-yl)-N'-methyl urea). RXN SMILES: [NH2:1][C:2]1[S:3][CH:4]=[C:5]([CH:9]([CH2:11][CH3:12])[CH3:10])[C:6]=1[C:7]#[N:8].[CH3:13][N:14]=[C:15]=[O:16]>C(COC)OC>[C:7]([C:6]1[C:5]([CH:9]([CH2:11][CH3:12])[CH3:10])=[CH:4][S:3][C:2]=1[NH:1][C:15]([NH:14][CH3:13])=[O:16])#[N:8]. Procedure details: A solution of 5 g 2-amino-3-cyano-4-sec-butylthiophene and 10 ml methyl isocyanate in 20 ml dimethoxyethane was stirred at about 25°C. for 2 days and then at reflux for 6 hours. The reaction mixture was evaporated under reduced pressure and the residue was chromatographed on a silica-gel column. The product, a white solid melting at 149°-152°C., was eluted with 70% ether-30% hexane. The infrared spectrum of the product showed cyano absorption at 4.5 microns. Sulfur analysis for the product is ta... The reactants are NC1=C(C(N(C(N1)=O)CC1=CC=CC=C1)=O)N=O (6-amino-3-benzyl-5-nitroso-1H-pyrimidine-2,4-dione), [H][H] (hydrogen). Reagents/catalysts: O=[Pt]=O (PtO2). Run in C(C)O (ethanol). The product is C(C1=CC=CC=C1)N1C(NC(=C(C1=O)N)N)=O (3-benzyl-5,6-diamino-1H-pyrimidine-2,4-dione). Reaction SMILES: [NH2:1][C:2]1[NH:7][C:6](=[O:8])[N:5]([CH2:9][C:10]2[CH:15]=[CH:14][CH:13]=[CH:12][CH:11]=2)[C:4](=[O:16])[C:3]=1[N:17]=O.[H][H]>C(O)C.O=[Pt]=O>[CH2:9]([N:5]1[C:4](=[O:16])[C:3]([NH2:17])=[C:2]([NH2:1])[NH:7][C:6]1=[O:8])[C:10]1[CH:11]=[CH:12][CH:13]=[CH:14][CH:15]=1. Procedure: This compound can also be prepared by a method similar to that of Wells et al. as described in J. Med. Chem. 1981, 24(8), 954. Catalytic reduction of 6-amino-3-benzyl-5-nitroso-1H-pyrimidine-2,4-dione using PtO2 in ethanol at 50 psi of hydrogen at room temperature. Once the reduction is complete the catalyst is filtered off through a pad of Celite and the filtrate concentrated to give 3-benzyl-5,6-diamino-1H-pyrimidine-2,4-dione as a tan solid.